Dataset: the Open Reaction Database (ORD), a public repository of structured organic reaction records. Task: describe an organic reaction: reactants, conditions, products, and yield Starting materials: [Br-], CCOCC, C1CCOC1, C[Mg+], O=Cc1csc2cncn12, [Cl-], [NH4+]. The product is CC(O)c1csc2cncn12. Reaction SMILES: [Br-:6].[CH2:1]([O:2][CH2:3][CH3:4])[CH3:5].[CH2:21]1[O:22][CH2:23][CH2:24][CH2:25]1.[CH3:7][Mg+:8].[CH:9](=[O:10])[c:11]1[n:12]2[c:13]([s:14][cH:15]1)[cH:16][n:17][cH:18]2.[Cl-:19].[NH4+:20]>>[CH3:1][CH:9]([OH:10])[c:11]1[n:12]2[c:13]([s:14][cH:15]1)[cH:16][n:17][cH:18]2. Reactants: C(C)OCC (diethyl ether), BrCC1=NSC2=C1C=C(C=C2)N2C(N(C(=CC2=O)C(F)(F)F)C)=O (3-[3-(bromomethyl)-1,2-benzisothiazol-5-yl]-1-methyl-6-(trifluoromethyl)-2,4(1H,3H)-pyrimidinedione), [F-].C(CCC)[N+](CCCC)(CCCC)CCCC (tetrabutylammonium fluoride), C1(=CC=C(C=C1)S(=O)(=O)O)C (p-toluenesulfonic acid). Run in C(Cl)Cl (methylene chloride), O1CCCC1 (tetrahydrofuran), O1CCCC1 (tetrahydrofuran). Reaction conditions: time 3 day. Yields the product FCC1=NSC2=C1C=C(C=C2)N2C(N(C(=CC2=O)C(F)(F)F)C)=O (3-[3-(Fluoromethyl)-1,2-benzisothiazol-5-yl]-1-methyl-6-(trifluoromethyl)-2,4(1H,3H)-pyrimidinedione). RXN SMILES: Br[CH2:2][C:3]1[C:7]2[CH:8]=[C:9]([N:12]3[C:17](=[O:18])[CH:16]=[C:15]([C:19]([F:22])([F:21])[F:20])[N:14]([CH3:23])[C:13]3=[O:24])[CH:10]=[CH:11][C:6]=2[S:5][N:4]=1.[F-:25].C([N+](CCCC)(CCCC)CCCC)CCC.C1(C)C=CC(S(O)(=O)=O)=CC=1.C(OCC)C>O1CCCC1.C(Cl)Cl>[F:25][CH2:2][C:3]1[C:7]2[CH:8]=[C:9]([N:12]3[C:17](=[O:18])[CH:16]=[C:15]([C:19]([F:22])([F:21])[F:20])[N:14]([CH3:23])[C:13]3=[O:24])[CH:10]=[CH:11][C:6]=2[S:5][N:4]=1 |f:1.2|. Procedure: A solution of 3-[3-(bromomethyl)-1,2-benzisothiazol-5-yl]-1-methyl-6-(trifluoromethyl)-2,4(1H,3H)-pyrimidinedione (1.00 g, 0.00240 mol), 14.4 mL of a 1 M tetrabutylammonium fluoride in tetrahydrofuran solution (0.0144 mol) and anhydrous p-toluenesulfonic acid (1.36 g, 0.00790 mol) in tetrahydrofuran is stirred at room temperature for 30 minutes, refluxed for three hours, stirred at room temperature for three days, refluxed for 22 hours, partially concentrated in vacuo, and diluted with ethyl ace... Reactants: CC(C)Cc1ccc(C(C)C(=O)O)cc1, COc1ccc(CN)cc1. Reagents/catalysts: CCN=C=NCCCN(C)C.Cl (EDC-HCl), CCN(C(C)C)C(C)C (DIPEA), C1CC(=O)N(C1=O)O (N-Hydroxysuccinimide). The solvent is CN(C)C=O (DMF), CN(C)C=O (DMF), CN(C)C=O (DMF), CN(C)C=O (DMF), CN(C)C=O (DMF), CN(C)C=O (DMF). Run at temperature 25 celsius, time 2 hour. Product: COc1ccc(CNC(=O)C(C)c2ccc(CC(C)C)cc2)cc1. Yield: 79.6%. Reaction SMILES: COc1ccc(CN)cc1.CC(C)Cc1ccc(C(C)C(=O)O)cc1.CCN=C=NCCCN(C)C.Cl.C1CC(=O)N(C1=O)O.CCN(C(C)C)C(C)C.CN(C)C=O>>COc1ccc(CNC(=O)C(C)c2ccc(CC(C)C)cc2)cc1. Reactants: CC(C)(C)[Si](C)(C)OCCCI, O=C(OCc1ccccc1)C1(NS(=O)(=O)c2ccc(Oc3ccc(F)cc3)cc2)CCCC1, C[Si](C)(C)[N-][Si](C)(C)C, CN(C)C=O, [K+]. Product: CC(C)(C)[Si](C)(C)OCCCN(C1(C(=O)OCc2ccccc2)CCCC1)S(=O)(=O)c1ccc(Oc2ccc(F)cc2)cc1. Reaction SMILES: [C:44]([CH3:45])([CH3:46])([CH3:47])[Si:48]([CH3:49])([CH3:50])[O:51][CH2:52][CH2:53][CH2:54][I:55].[CH2:1]([c:2]1[cH:3][cH:4][cH:5][cH:6][cH:7]1)[O:8][C:9](=[O:10])[C:11]1([NH:16][S:17](=[O:18])(=[O:19])[c:20]2[cH:21][cH:22][c:23]([O:26][c:27]3[cH:28][cH:29][c:30]([F:33])[cH:31][cH:32]3)[cH:24][cH:25]2)[CH2:12][CH2:13][CH2:14][CH2:15]1.[CH3:34][Si:35]([CH3:36])([CH3:37])[N-:38][Si:39]([CH3:40])([CH3:41])[CH3:42].[CH3:56][N:57]([CH3:58])[CH:59]=[O:60].[K+:43]>>[CH2:1]([c:2]1[cH:3][cH:4][cH:5][cH:6][cH:7]1)[O:8][C:9](=[O:10])[C:11]1([N:16]([S:17](=[O:18])(=[O:19])[c:20]2[cH:21][cH:22][c:23]([O:26][c:27]3[cH:28][cH:29][c:30]([F:33])[cH:31][cH:32]3)[cH:24][cH:25]2)[CH2:54][CH2:53][CH2:52][O:51][Si:48]([C:44]([CH3:45])([CH3:46])[CH3:47])([CH3:49])[CH3:50])[CH2:12][CH2:13][CH2:14][CH2:15]1. The reactants are BrC1=NSC(=N1)C=1C=CC(=C(C#N)C1)CC(C)C (5-(3-bromo-1,2,4-thiadiazol-5-yl)-2-(2-methylpropyl)benzonitrile), C(C)C1=C(C=O)C=CC=C1B1OC(C(O1)(C)C)(C)C (2-ethyl-3-(4,4,5,5-tetramethyl-1,3,2-dioxaborolan-2-yl)benzaldehyde), P(=O)([O-])([O-])[O-].[K+].[K+].[K+] (tripotassium phosphate). The reagents and catalysts are C=1C=CC(=CC1)[P](C=2C=CC=CC2)(C=3C=CC=CC3)[Pd]([P](C=4C=CC=CC4)(C=5C=CC=CC5)C=6C=CC=CC6)([P](C=7C=CC=CC7)(C=8C=CC=CC8)C=9C=CC=CC9)[P](C=1C=CC=CC1)(C=1C=CC=CC1)C=1C=CC=CC1 (Pd(Ph3P)4). Run in CN(C=O)C (N,N-dimethylformamide), O (water), C(C)(=O)OCC (ethyl acetate). Conditions: temperature 120 celsius. Product: C(C)C1=C(C=CC=C1C=O)C1=NSC(=N1)C=1C=CC(=C(C#N)C1)CC(C)C (5-[3-(2-ethyl-3-formylphenyl)-1,2,4-thiadiazol-5-yl]-2-(2-methylpropyl)benzonitrile). The yield is 89.2%. As a reaction SMILES: Br[C:2]1[N:6]=[C:5]([C:7]2[CH:8]=[CH:9][C:10]([CH2:15][CH:16]([CH3:18])[CH3:17])=[C:11]([CH:14]=2)[C:12]#[N:13])[S:4][N:3]=1.[CH2:19]([C:21]1[C:28](B2OC(C)(C)C(C)(C)O2)=[CH:27][CH:26]=[CH:25][C:22]=1[CH:23]=[O:24])[CH3:20].P([O-])([O-])([O-])=O.[K+].[K+].[K+]>CN(C)C=O.O.C(OCC)(=O)C.C1C=CC([P]([Pd]([P](C2C=CC=CC=2)(C2C=CC=CC=2)C2C=CC=CC=2)([P](C2C=CC=CC=2)(C2C=CC=CC=2)C2C=CC=CC=2)[P](C2C=CC=CC=2)(C2C=CC=CC=2)C2C=CC=CC=2)(C2C=CC=CC=2)C2C=CC=CC=2)=CC=1>[CH2:19]([C:21]1[C:22]([CH:23]=[O:24])=[CH:25][CH:26]=[CH:27][C:28]=1[C:2]1[N:6]=[C:5]([C:7]2[CH:8]=[CH:9][C:10]([CH2:15][CH:16]([CH3:18])[CH3:17])=[C:11]([CH:14]=2)[C:12]#[N:13])[S:4][N:3]=1)[CH3:20] |f:2.3.4.5,^1:61,63,82,101|. Procedure details: To a solution of 5-(3-bromo-1,2,4-thiadiazol-5-yl)-2-(2-methylpropyl)benzonitrile (D60) (500 mg), 2-ethyl-3-(4,4,5,5-tetramethyl-1,3,2-dioxaborolan-2-yl)benzaldehyde (D5) (424 mg) and tripotassium phosphate (988 mg) in N,N-dimethylformamide (DMF) (4 mL) and water (1 mL) stirred under nitrogen was added Pd(Ph3P)4 (179 mg). The mixture was sealed and heated under microwave at 120° C. for 15 min. After cooling the reaction, the mixture was diluted with ethyl acetate, washed with water, dried over s... Reported procedure: 1.0 g of 3-(3-thienyl)benzaldehyde, 0.5 g of cyanoacetic acid, 15 mg of ammonium acetate and 1 ml of pyridine were dissolved in 1.5 ml of xylene, and the mixture was refluxed for 5.5 hours. The solvent was evaporated, and the residue was dissolved in a mixture of ethyl ether and water, then the resulting solution was acidified with diluted hydrochloric acid. The organic layer separated was worked up in a customary manner, and the product purified by medium-pressure liquid chromatography [silica ... The yield is 35.6%. Product: S1C=C(C=C1)C=1C=C(/C=C/C#N)C=CC1 ((E)-3-(3-thienyl)cinnamonitrile). Run in C=1(C(=CC=CC1)C)C (xylene). The reactants are S1C=C(C=C1)C=1C=C(C=O)C=CC1 (3-(3-thienyl)benzaldehyde), C(#N)CC(=O)O (cyanoacetic acid), C(C)(=O)[O-].[NH4+] (ammonium acetate), N1=CC=CC=C1 (pyridine). Reaction SMILES: [S:1]1[CH:5]=[CH:4][C:3]([C:6]2[CH:7]=[C:8]([CH:11]=[CH:12][CH:13]=2)[CH:9]=O)=[CH:2]1.[C:14]([CH2:16]C(O)=O)#[N:15].C([O-])(=O)C.[NH4+].N1C=CC=CC=1>C1(C)C(C)=CC=CC=1>[S:1]1[CH:5]=[CH:4][C:3]([C:6]2[CH:7]=[C:8]([CH:11]=[CH:12][CH:13]=2)/[CH:9]=[CH:16]/[C:14]#[N:15])=[CH:2]1 |f:2.3|. The reactants are FC1=C(C=CC=C1F)O (2,3-difluorophenol), C(C#C)Br (propargyl bromide), C([O-])([O-])=O.[K+].[K+] (potassium carbonate). Reaction SMILES: [F:1][C:2]1[C:7]([F:8])=[CH:6][CH:5]=[CH:4][C:3]=1[OH:9].[CH2:10](Br)[C:11]#[CH:12].C(=O)([O-])[O-].[K+].[K+]>CC(CC)=O>[F:8][C:7]1[CH:6]=[CH:5][CH:4]=[C:3]([O:9][CH2:12][C:11]#[CH:10])[C:2]=1[F:1] |f:2.3.4|. Solvent: CC(=O)CC (ethyl methyl ketone). Procedure: 115.0 g (0.88 mol) of 2,3-difluorophenol are refluxed for 3 h in 1.6 l of ethyl methyl ketone together with 118.2 ml (17.7 mol) of propargyl bromide (80% soln. in toluene) and 146.6 g (138.2 mol) of potassium carbonate. The batch is filtered, and the filter residue is washed with MTBE. The filtrate is evaporated to dryness, and the residue is purified by column chromatography (SiO2, n-heptane:MTBE=3:1). The product is FC1=C(C(=CC=C1)OCC#C)F (1,2-difluoro-3-prop-2-ynyloxybenzene). Reactants: CN(S(=O)(=O)CC1=CC(=CC=C1)C(F)(F)F)CC(=O)N ((N-methyl-3-trifluoromethylbenzylsulfonamido)-acetamide), C(C)(=O)OC(C)=O (acetic anhydride), ice water. The reagents and catalysts are S(O)(O)(=O)=O (sulfuric acid). Conditions: temperature 138 celsius. Yields the product C(C)(=O)NC(CN(S(=O)(=O)CC1=CC(=CC=C1)C(F)(F)F)C)=O (N-Acetyl-(N-methyl-3-trifluoromethylbenzylsulfonamido)-acetamide). Yield: 85.6%. Reaction SMILES: [CH3:1][N:2]([CH2:17][C:18]([NH2:20])=[O:19])[S:3]([CH2:6][C:7]1[CH:12]=[CH:11][CH:10]=[C:9]([C:13]([F:16])([F:15])[F:14])[CH:8]=1)(=[O:5])=[O:4].[C:21](OC(=O)C)(=[O:23])[CH3:22]>S(=O)(=O)(O)O>[C:21]([NH:20][C:18](=[O:19])[CH2:17][N:2]([CH3:1])[S:3]([CH2:6][C:7]1[CH:12]=[CH:11][CH:10]=[C:9]([C:13]([F:16])([F:14])[F:15])[CH:8]=1)(=[O:5])=[O:4])(=[O:23])[CH3:22]. Procedure: In this example, a catalytic amount (about 4 drops) of concentrated sulfuric acid was added to a suspension of 3.5 g of (N-methyl-3-trifluoromethylbenzylsulfonamido)-acetamide in 7 mls (7.6 g) of acetic anhydride at room temperature. The mixture was heated for 2 hours at about 138° C. and then poured into ice water and extracted into methylene chloride. The methylene chloride extract was washed with aqueous 5 wt.% sodium bicarbonate solution, dried over magnesium sulfate and evaporated to drynes... The reactants are FC(F)(F)c1ccc(CCBr)cc1, O=C([O-])[O-], COC(C)(C)C, C[Si](C)(C)[N-][Si](C)(C)C, Cc1cc(NC(=O)C(=O)c2ccccc2)n(C)n1, [Cs+], [Cs+], [K+], CN(C)C=O. Yields the product Cc1cc(N(CCc2ccc(C(F)(F)F)cc2)C(=O)C(=O)c2ccccc2)n(C)n1. RXN SMILES: [Br:29][CH2:30][CH2:31][c:32]1[cH:33][cH:34][c:35]([C:38]([F:39])([F:40])[F:41])[cH:36][cH:37]1.[C:42](=[O:43])([O-:44])[O-:45].[C:53]([O:54][CH3:55])([CH3:56])([CH3:57])[CH3:58].[CH3:19][Si:20]([N-:21][Si:22]([CH3:23])([CH3:24])[CH3:25])([CH3:26])[CH3:27].[CH3:1][n:2]1[n:3][c:4]([CH3:18])[cH:5][c:6]1[NH:7][C:8]([C:9]([c:10]1[cH:11][cH:12][cH:13][cH:14][cH:15]1)=[O:16])=[O:17].[Cs+:46].[Cs+:47].[K+:28].[O:48]=[CH:49][N:50]([CH3:51])[CH3:52]>>[CH3:1][n:2]1[n:3][c:4]([CH3:18])[cH:5][c:6]1[N:7]([C:8]([C:9]([c:10]1[cH:11][cH:12][cH:13][cH:14][cH:15]1)=[O:16])=[O:17])[CH2:30][CH2:31][c:32]1[cH:33][cH:34][c:35]([C:38]([F:39])([F:40])[F:41])[cH:36][cH:37]1. Starting materials: Cc1cc(O)c(C(=O)O)c(C)n1, O=[N+]([O-])O, O=S(=O)(O)O. Yields the product Cc1nc(C)c([N+](=O)[O-])c(O)c1C(=O)O. RXN SMILES: [CH3:5][c:6]1[c:7]([C:8](=[O:9])[OH:10])[c:11]([OH:16])[cH:12][c:13]([CH3:15])[n:14]1.[OH:1][N+:2]([O-:3])=[O:4].[S:17](=[O:18])(=[O:19])([OH:20])[OH:21]>>[O-:1][N+:2](=[O:4])[c:12]1[c:11]([OH:16])[c:7]([C:8](=[O:9])[OH:10])[c:6]([CH3:5])[n:14][c:13]1[CH3:15].